Dataset: the Open Reaction Database (ORD), a public repository of structured organic reaction records. Task: describe an organic reaction: reactants, conditions, products, and yield Starting materials: CC(NC(=O)OC(C)(C)C)C(=O)O, COC(=O)C(Cc1ccccc1)NC(=O)C(C)N, COC(=O)C(N)Cc1ccccc1, CO, ClC(Cl)Cl, Cl, Cl, Cl, O=C(O)Cc1cccnc1. The product is COC(=O)C(Cc1ccccc1)NC(=O)C(C)NC(=O)Cc1cccnc1. As a reaction SMILES: [C:31]([NH:32][CH:33]([C:34]([OH:35])=[O:36])[CH3:37])([O:38][C:39]([CH3:40])([CH3:41])[CH3:42])=[O:43].[CH3:13][O:14][C:15]([CH:16]([NH:17][C:18]([CH:19]([NH2:20])[CH3:21])=[O:22])[CH2:23][c:24]1[cH:25][cH:26][cH:27][cH:28][cH:29]1)=[O:30].[CH3:45][O:46][C:47](=[O:48])[CH:49]([CH2:50][c:51]1[cH:52][cH:53][cH:54][cH:55][cH:56]1)[NH2:57].[CH3:58][OH:59].[Cl:60][CH:61]([Cl:62])[Cl:63].[ClH:12].[ClH:1].[ClH:44].[n:2]1[cH:3][c:4]([CH2:8][C:9](=[O:10])[OH:11])[cH:5][cH:6][cH:7]1>>[n:2]1[cH:3][c:4]([CH2:8][C:9](=[O:11])[NH:20][CH:19]([C:18]([NH:17][CH:16]([C:15]([O:14][CH3:13])=[O:30])[CH2:23][c:24]2[cH:25][cH:26][cH:27][cH:28][cH:29]2)=[O:22])[CH3:21])[cH:5][cH:6][cH:7]1. Starting materials: BrN1C(CCC1=O)=O (N-bromosuccinimide), O.O.O.O.O.S(=S)(=O)([O-])[O-].[Na+].[Na+] (sodium thiosulfate pentahydrate), N1C=CC2=CC=CN=C12 (7-Azaindole). Run in O1CCCC1 (tetrahydrofuran), O (water), O1CCCC1 (tetrahydrofuran). Yields the product BrC1=CNC2=NC=CC=C21 (3-bromo-1H-pyrrolo[2,3-b]pyridine). Reaction SMILES: [NH:1]1[C:9]2[C:4](=[CH:5][CH:6]=[CH:7][N:8]=2)[CH:3]=[CH:2]1.[Br:10]N1C(=O)CCC1=O.O.O.O.O.O.S([O-])([O-])(=O)=S.[Na+].[Na+]>O1CCCC1.O>[Br:10][C:3]1[C:4]2[C:9](=[N:8][CH:7]=[CH:6][CH:5]=2)[NH:1][CH:2]=1 |f:2.3.4.5.6.7.8.9|. Procedure: 7-Azaindole (2, 3.57 g, 30.2 mmol) was dissolved in tetrahydrofuran (240 mL) under an atmosphere of nitrogen. At −40° C., N-bromosuccinimide (5.38 g, 30.2 mmol) in tetrahydrofuran was added under an atmosphere of nitrogen. The reaction mixture was stirred for a few hours as it was gradually warmed to room temperature and the reaction was followed by TLC. The reaction was quenched with sodium thiosulfate pentahydrate (7.50 g, 30.2 mmol) in water (1M). Two layers were separated, and the aqueous la...